This data is from the Open Reaction Database (ORD), a public repository of structured organic reaction records. The task is: describe an organic reaction: reactants, conditions, products, and yield Procedure: 0.5 ml of a 1,4-dioxane solution contained 20.8 mg (0.05 mmol) of the 7-iodo-3-(2-trifluoromethylphenyl)-2H-isoquinolin-1-one obtained in Step A of Example 114; 2.2 mg (0.0025 mmol) of tris(dibenzylideneacetone)dipalladium; 4.2 mg (0.0075 mmol) of 9,9-dimethyl-4,5-bis(diphenylphosphino)xanthene; 22.8 mg (0.07 mmol) of cesium carbonate, and 4.44 mg (0.06 mmol) of methylurea, was stirred at 110° C. overnight. Thereafter, the reaction solution was cooled to a room temperature, and a saturated ammon... The reagents and catalysts are C=1C=CC(=CC1)/C=C/C(=O)/C=C/C2=CC=CC=C2.C=1C=CC(=CC1)/C=C/C(=O)/C=C/C2=CC=CC=C2.C=1C=CC(=CC1)/C=C/C(=O)/C=C/C2=CC=CC=C2.[Pd].[Pd] (tris(dibenzylideneacetone)dipalladium). The yield is 9.4%. The reactants are IC1=CC=C2C=C(NC(C2=C1)=O)C1=C(C=CC=C1)C(F)(F)F (7-iodo-3-(2-trifluoromethylphenyl)-2H-isoquinolin-1-one), [Cl-].[NH4+] (ammonium chloride), CC1(C2=CC=CC(=C2OC=2C(=CC=CC12)P(C1=CC=CC=C1)C1=CC=CC=C1)P(C1=CC=CC=C1)C1=CC=CC=C1)C (9,9-dimethyl-4,5-bis(diphenylphosphino)xanthene), C([O-])([O-])=O.[Cs+].[Cs+] (cesium carbonate), CNC(=O)N (methylurea). RXN SMILES: I[C:2]1[CH:11]=[C:10]2[C:5]([CH:6]=[C:7]([C:13]3[CH:18]=[CH:17][CH:16]=[CH:15][C:14]=3[C:19]([F:22])([F:21])[F:20])[NH:8][C:9]2=[O:12])=[CH:4][CH:3]=1.CC1(C)C2C=CC=C(P(C3C=CC=CC=3)C3C=CC=CC=3)C=2OC2C1=CC=CC=2P(C1C=CC=CC=1)C1C=CC=CC=1.C(=O)([O-])[O-].[Cs+].[Cs+].[CH3:71][NH:72][C:73]([NH2:75])=[O:74].[Cl-].[NH4+]>C1C=CC(/C=C/C(/C=C/C2C=CC=CC=2)=O)=CC=1.C1C=CC(/C=C/C(/C=C/C2C=CC=CC=2)=O)=CC=1.C1C=CC(/C=C/C(/C=C/C2C=CC=CC=2)=O)=CC=1.[Pd].[Pd].O1CCOCC1>[CH3:71][NH:72][C:73]([NH:75][C:2]1[CH:11]=[C:10]2[C:5]([CH:6]=[C:7]([C:13]3[CH:18]=[CH:17][CH:16]=[CH:15][C:14]=3[C:19]([F:22])([F:21])[F:20])[NH:8][C:9]2=[O:12])=[CH:4][CH:3]=1)=[O:74] |f:2.3.4,6.7,8.9.10.11.12|. Product: CNC(=O)NC1=CC=C2C=C(NC(C2=C1)=O)C1=C(C=CC=C1)C(F)(F)F (1-methyl-3-[1-oxo-3-(2-trifluoromethylphenyl)-1,2-dihydroisoquinolin-7-yl]urea). Solvent: O1CCOCC1 (1,4-dioxane). Reactants: C(#N)C1=CC=C(C(=O)N=C=S)C=C1 (4-cyanobenzoyl isothiocyanate), CO (MeOH), C1=CN(C=N1)C(=O)N2C=CN=C2 (CDI), NC=1C(=CC(=NC1)OCCN1CCCCC1)N[C@H]1CC[C@H](CC1)C(=O)N1CCN(CC1)C(=O)OC(C)(C)C (tert-Butyl 4-(cis-4-(5-amino-2-(2-(piperidin-1-yl)ethoxy)pyridin-4-ylamino)cyclohexanecarbonyl)piperazine-1-carboxylate). The solvent is C1CCOC1 (THF), C1CCOC1 (THF), C1CCOC1 (THF). Run at temperature 0 celsius, time 30 minute. Product: [NH4+].[OH-] (NH4OH), C(#N)C1=CC=C(C(=O)\N=C/2\N(C3=C(C=NC(=C3)OCCN3CCCCC3)N2)[C@H]2CC[C@H](CC2)C(=O)N2CCN(CC2)C(=O)OC(C)(C)C)C=C1 (tert-butyl 4-(cis-4-((E)-2-(4-cyanobenzoylimino)-6-(2-(piperidin-1-yl)ethoxy)-2,3-dihydro-1H-imidazo[4,5-c]pyridin-1-yl)cyclohexane-carbonyl)piperazine-1-carboxylate). The yield is 175.8%. As a reaction SMILES: [NH2:1][C:2]1[C:3]([NH:17][C@@H:18]2[CH2:23][CH2:22][C@H:21]([C:24]([N:26]3[CH2:31][CH2:30][N:29]([C:32]([O:34][C:35]([CH3:38])([CH3:37])[CH3:36])=[O:33])[CH2:28][CH2:27]3)=[O:25])[CH2:20][CH2:19]2)=[CH:4][C:5]([O:8][CH2:9][CH2:10][N:11]2[CH2:16][CH2:15][CH2:14][CH2:13][CH2:12]2)=[N:6][CH:7]=1.[C:39]([C:41]1[CH:51]=[CH:50][C:44]([C:45]([N:47]=[C:48]=S)=[O:46])=[CH:43][CH:42]=1)#[N:40].C1N=CN(C(N2C=NC=C2)=O)C=1.CO>C1COCC1>[NH4+:1].[OH-:8].[C:39]([C:41]1[CH:51]=[CH:50][C:44]([C:45](/[N:47]=[C:48]2/[N:17]([C@@H:18]3[CH2:19][CH2:20][C@H:21]([C:24]([N:26]4[CH2:31][CH2:30][N:29]([C:32]([O:34][C:35]([CH3:38])([CH3:37])[CH3:36])=[O:33])[CH2:28][CH2:27]4)=[O:25])[CH2:22][CH2:23]3)[C:3]3[CH:4]=[C:5]([O:8][CH2:9][CH2:10][N:11]4[CH2:12][CH2:13][CH2:14][CH2:15][CH2:16]4)[N:6]=[CH:7][C:2]=3[NH:1]/2)=[O:46])=[CH:43][CH:42]=1)#[N:40] |f:5.6|. Reported procedure: tert-Butyl 4-(cis-4-(5-amino-2-(2-(piperidin-1-yl)ethoxy)pyridin-4-ylamino)cyclohexanecarbonyl)piperazine-1-carboxylate (0.200 g, 0.377 mmol) was suspended in THF (3.77 mL), and the mixture was cooled to 0° C. under a nitrogen atmosphere. To this mixture was added a solution of 4-cyanobenzoyl isothiocyanate (0.078 g, 0.415 mmol) in 1.5 mL of THF. The reaction was stirred at RT for 30 minutes. PS-CDI (1.417 g, 1.884 mmol) was added (along with 6 mL of THF to account for swelling of the polymer-su...